Dataset: the Open Reaction Database (ORD), a public repository of structured organic reaction records. Task: describe an organic reaction: reactants, conditions, products, and yield The reactants are C(C)(C)(C)[SiH2]OC(C1=C(C(=NC=C1)Cl)C)(C)C (4-(tert-Butyl-dimethyl-silanyloxymethyl)-2-chloro-3-methyl-pyridine), CC(C)(C)[O-].[Na+] (NaOtBu), C1(=CC=CC=C1)P(C1=C(C2=CC=CC=C2C=C1)C1=C(C=CC2=CC=CC=C12)P(C1=CC=CC=C1)C1=CC=CC=C1)C1=CC=CC=C1 (racemic-2,2′-bis(diphenylphosphino)-1,1′-binaphthyl), NO (hydroxylamine), C(C1=CC=CC=C1)(C1=CC=CC=C1)=N (Benzophenone imine), NO (hydroxylamine). The reagents and catalysts are C=1C=CC(=CC1)/C=C/C(=O)/C=C/C2=CC=CC=C2.C=1C=CC(=CC1)/C=C/C(=O)/C=C/C2=CC=CC=C2.C=1C=CC(=CC1)/C=C/C(=O)/C=C/C2=CC=CC=C2.[Pd].[Pd] (tris(dibenzylideneacetone)dipalladium). Run in C1(=CC=CC=C1)C (toluene), C(C)OCC (diethyl ether). Conditions: temperature 80 celsius, time 3 hour. The product is C(C)(C)(C)[SiH2]OC(C1=C(C(=NC=C1)N)C)(C)C (4-(tert-Butyl-dimethyl-silanyloxymethyl)-3-methyl-pyridin-2-ylamine). RXN SMILES: [C:1]([SiH2:5][O:6][C:7]([CH3:17])([CH3:16])[C:8]1[CH:13]=[CH:12][N:11]=[C:10](Cl)[C:9]=1[CH3:15])([CH3:4])([CH3:3])[CH3:2].CC([O-])(C)C.[Na+].C1(P(C2C=CC=CC=2)C2C=CC3C(=CC=CC=3)C=2C2C3C(=CC=CC=3)C=CC=2P(C2C=CC=CC=2)C2C=CC=CC=2)C=CC=CC=1.C(=[NH:83])(C1C=CC=CC=1)C1C=CC=CC=1.NO>C(OCC)C.C1C=CC(/C=C/C(/C=C/C2C=CC=CC=2)=O)=CC=1.C1C=CC(/C=C/C(/C=C/C2C=CC=CC=2)=O)=CC=1.C1C=CC(/C=C/C(/C=C/C2C=CC=CC=2)=O)=CC=1.[Pd].[Pd].C1(C)C=CC=CC=1>[C:1]([SiH2:5][O:6][C:7]([CH3:17])([CH3:16])[C:8]1[CH:13]=[CH:12][N:11]=[C:10]([NH2:83])[C:9]=1[CH3:15])([CH3:4])([CH3:3])[CH3:2] |f:1.2,7.8.9.10.11|. Procedure details: An oven dried flask under N2 was charged with 4-(tert-butyl-dimethyl-silanyloxymethyl)-2-chloro-3-methyl-pyridine (10-1, 1.00 g, 3.68 mmol), NaOtBu (0.495 g, 5.15 mmol), tris(dibenzylideneacetone)dipalladium (0) (0.067 g, 0.070 mmol), racemic-2,2′-bis(diphenylphosphino)-1,1′-binaphthyl (0.137 g, 0.22 mmol) and anhydrous toluene (10 mL). Benzophenone imine (0.740 mL, 4.41 mmol) was added and the reaction was heated to 80° C. After 3 hours the reaction was allowed to cool to room temperature and w... Starting materials: C1COCCO1, CCN(C(C)C)C(C)C, Clc1cccnc1Cl, O=S(=O)(c1cccc(Cl)c1)C1CCNCC1. Yields the product O=S(=O)(c1cccc(Cl)c1)C1CCN(c2ncccc2Cl)CC1. Reaction SMILES: [CH2:34]1[O:35][CH2:36][CH2:37][O:38][CH2:39]1.[CH:25]([N:26]([CH2:27][CH3:28])[CH:29]([CH3:30])[CH3:31])([CH3:32])[CH3:33].[Cl:17][c:18]1[n:19][cH:20][cH:21][cH:22][c:23]1[Cl:24].[Cl:1][c:2]1[cH:3][c:4]([S:8](=[O:9])(=[O:10])[CH:11]2[CH2:12][CH2:13][NH:14][CH2:15][CH2:16]2)[cH:5][cH:6][cH:7]1>>[Cl:1][c:2]1[cH:3][c:4]([S:8](=[O:9])(=[O:10])[CH:11]2[CH2:12][CH2:13][N:14]([c:18]3[n:19][cH:20][cH:21][cH:22][c:23]3[Cl:24])[CH2:15][CH2:16]2)[cH:5][cH:6][cH:7]1. Starting materials: C(C)C1=NC(=C(C(=O)N)C=C1)CC (diethylnicotinamide), O1CCCC1 (tetrahydrofuran), C1(=CC=CC=C1)OC(=O)Cl (phenylchloroformate), C1(=CC=CC=C1)[Mg]Br (Phenylmagnesium bromide), solution. Reagents/catalysts: [Cu]I (copper(I) iodide). Solvent: C(C)OCC (diethyl ether). Run at temperature -20 celsius, time 15 minute. Yields the product C(C)N(C(=O)C1=CN(C=CC1)C(=O)OC1=CC=CC=C1)CC (3-[(diethylamino)carbonyl]-1(4H)-pyridinecarboxylic acid, phenyl ester). RXN SMILES: C([C:3]1[CH:11]=[CH:10][C:6]([C:7]([NH2:9])=[O:8])=[C:5](CC)[N:4]=1)C.[C:14]1([O:20][C:21](Cl)=[O:22])[CH:19]=[CH:18][CH:17]=[CH:16][CH:15]=1.[C:24]1([Mg]Br)C=CC=C[CH:25]=1.O1CC[CH2:34][CH2:33]1>C(OCC)C.[Cu]I>[CH2:24]([N:9]([CH2:33][CH3:34])[C:7]([C:6]1[CH2:10][CH:11]=[CH:3][N:4]([C:21]([O:20][C:14]2[CH:19]=[CH:18][CH:17]=[CH:16][CH:15]=2)=[O:22])[CH:5]=1)=[O:8])[CH3:25]. Procedure: To a mixture of diethylnicotinamide (3.56 g, 0.02 mol) and copper(I) iodide (3.8 g, 0.02 mol) in 50 ml of tetrahydrofuran was added 3.12 g (0.02 mol) of phenylchloroformate at -20° C. After addition was complete, the mixture was stirred at -20° C. for 15 minutes. Phenylmagnesium bromide (6-9 ml of a 2.9 M solution in diethyl ether) was added to the reaction mixture in a dropwise manner. This mixture was stirred at ambient temperature overnight, and then quenched with a 20% aqueous ammonium chlor... Starting materials: CC1=CC=C(C=N1)C(=O)N1CC(C1)C(=O)N1CCNCCC1 (1-({1-[(6-methylpyridin-3-yl)carbonyl]azetidin-3-yl}carbonyl)-1,4-diazepane), BrCC1CC1 (1-(bromomethyl)cyclopropane), C([O-])([O-])=O.[K+].[K+] (potassium carbonate). Solvent: C(C)#N (ACN). Reaction conditions: temperature 70 celsius. Product: C1(CC1)CN1CCN(CCC1)C(=O)C1CN(C1)C(=O)C=1C=NC(=CC1)C (1-(cyclopropylmethyl)-4-({1-[(6-methylpyridin-3-yl)carbonyl]azetidin-3-yl}carbonyl)-1,4-diazepane). The yield is 38.3%. RXN SMILES: [CH3:1][C:2]1[N:7]=[CH:6][C:5]([C:8]([N:10]2[CH2:13][CH:12]([C:14]([N:16]3[CH2:22][CH2:21][CH2:20][NH:19][CH2:18][CH2:17]3)=[O:15])[CH2:11]2)=[O:9])=[CH:4][CH:3]=1.Br[CH2:24][CH:25]1[CH2:27][CH2:26]1.C(=O)([O-])[O-].[K+].[K+]>C(#N)C>[CH:25]1([CH2:24][N:19]2[CH2:20][CH2:21][CH2:22][N:16]([C:14]([CH:12]3[CH2:13][N:10]([C:8]([C:5]4[CH:6]=[N:7][C:2]([CH3:1])=[CH:3][CH:4]=4)=[O:9])[CH2:11]3)=[O:15])[CH2:17][CH2:18]2)[CH2:27][CH2:26]1 |f:2.3.4|. Reported procedure: To a stirred solution of 1-({1-[(6-methylpyridin-3-yl)carbonyl]azetidin-3-yl}carbonyl)-1,4-diazepane (100 mg, 0.33 mmol) and 1-(bromomethyl)cyclopropane (53 mg, 0.39 mmol) in ACN (5 mL) was added potassium carbonate (91 mg, 0.66 mmol). The mixture was heated to 70° C. in a sealed tube for 20 hours and then concentrated at reduced pressure. The crude residue was purified by silica FCC (eluting with 97:3:1 DCM/MeOH/NH3) and then preparative HPLC (Method 2) to give the title compound (45 mg, 38% yi... Reactants: [OH-].[NH4+] (ammonium hydroxide), N1=CN=CC=C1 (pyrimidine), C(CCCCCCCCCCC)NC1=NC=CC(=N1)NCCCO (2-(n-dodecylamino)-4-(3-hydroxypropylamino)pyrimidine), BrCCCO (3-bromo-1-propanol), resultant mixture. The solvent is C(Cl)(Cl)Cl (chloroform), CO (methanol), CCOCC (ether), CN(C=O)C (dimethylformamide). Run at time 0.5 hour. The product is [Br-].C(CCCCCCCCCCC)NC1=[N+](C=CC(=N1)NCCCO)CCCO (2-(n-dodecylamino)-1-(3-hydroxypropyl)-4-(3-hydroxypropylamino)pyrimidinium bromide). Isolated yield 68.7%. As a reaction SMILES: [CH2:1]([NH:13][C:14]1[N:19]=[C:18]([NH:20][CH2:21][CH2:22][CH2:23][OH:24])[CH:17]=[CH:16][N:15]=1)[CH2:2][CH2:3][CH2:4][CH2:5][CH2:6][CH2:7][CH2:8][CH2:9][CH2:10][CH2:11][CH3:12].[Br:25][CH2:26][CH2:27][CH2:28][OH:29].[OH-].[NH4+].N1C=CC=NC=1>CN(C)C=O.CCOCC.CO.C(Cl)(Cl)Cl>[Br-:25].[CH2:1]([NH:13][C:14]1[N:19]=[C:18]([NH:20][CH2:21][CH2:22][CH2:23][OH:24])[CH:17]=[CH:16][N+:15]=1[CH2:26][CH2:27][CH2:28][OH:29])[CH2:2][CH2:3][CH2:4][CH2:5][CH2:6][CH2:7][CH2:8][CH2:9][CH2:10][CH2:11][CH3:12] |f:2.3,9.10|. Reported procedure: A solution of 2-(n-dodecylamino)-4-(3-hydroxypropylamino)pyrimidine (0.67 g, 0.002 m) in dried dimethylformamide (10 ml) is treated with 3-bromo-1-propanol (0.31 g, 0.0022 m) and the resultant mixture is stirred at 35° C. until thin-layer chromatography (silica gel; 7.5 parts by volume chloroform, 0.5 parts by volume concentrated ammonium hydroxide, and 2.0 parts by volume methanol indicates the absence of starting pyrimidine. After cooling to room temperature, ether (50 ml) is added slowly to t... Starting materials: COc1cccc2c1C(NC1=Nc3cccc(N)c3CO1)CO2, O=S(=O)(Cl)c1cc(F)cc(F)c1. Yields the product COc1cccc2c1C(NC1=Nc3cccc(NS(=O)(=O)c4cc(F)cc(F)c4)c3CO1)CO2. Reaction SMILES: [CH3:1][O:2][c:3]1[cH:4][cH:5][cH:6][c:7]2[c:8]1[CH:9]([NH:12][C:13]1=[N:18][c:17]3[c:16]([c:22]([NH2:23])[cH:21][cH:20][cH:19]3)[CH2:15][O:14]1)[CH2:10][O:11]2.[F:24][c:25]1[cH:26][c:27]([S:32](=[O:33])(=[O:34])[Cl:35])[cH:28][c:29]([F:31])[cH:30]1>>[CH3:1][O:2][c:3]1[cH:4][cH:5][cH:6][c:7]2[c:8]1[CH:9]([NH:12][C:13]1=[N:18][c:17]3[c:16]([c:22]([NH:23][S:32]([c:27]4[cH:26][c:25]([F:24])[cH:30][c:29]([F:31])[cH:28]4)(=[O:33])=[O:34])[cH:21][cH:20][cH:19]3)[CH2:15][O:14]1)[CH2:10][O:11]2. Reactants: BrC1=CC=C(C=C1)C1=C(C(=NO1)C)C(CCC=C)O (1-[5-(4-bromo-phenyl)-3-methyl-isoxazol-4-yl]-pent-4-en-1-ol), IC1=CC=CC=C1 (iodobenzene). The product is BrC1=CC=C(C=C1)C1=C(C(=NO1)C)C(CC\C=C\C1=CC=CC=C1)O ((E)-1-[5-(4-Bromo-phenyl)-3-methyl-isoxazol-4-yl]-5-phenyl-pent-4-en-1-ol). Reaction SMILES: [Br:1][C:2]1[CH:7]=[CH:6][C:5]([C:8]2[O:12][N:11]=[C:10]([CH3:13])[C:9]=2[CH:14]([OH:19])[CH2:15][CH2:16][CH:17]=[CH2:18])=[CH:4][CH:3]=1.I[C:21]1[CH:26]=[CH:25][CH:24]=[CH:23][CH:22]=1>>[Br:1][C:2]1[CH:3]=[CH:4][C:5]([C:8]2[O:12][N:11]=[C:10]([CH3:13])[C:9]=2[CH:14]([OH:19])[CH2:15][CH2:16]/[CH:17]=[CH:18]/[C:21]2[CH:26]=[CH:25][CH:24]=[CH:23][CH:22]=2)=[CH:6][CH:7]=1. Reported procedure: Prepared according to the procedure described in Example 168, Step 1, using 1-[5-(4-bromo-phenyl)-3-methyl-isoxazol-4-yl]-pent-4-en-1-ol and iodobenzene.